This data is from the Open Reaction Database (ORD), a public repository of structured organic reaction records. The task is: describe an organic reaction: reactants, conditions, products, and yield Starting materials: C([O-])([O-])=O.[Na+].[Na+] (sodium carbonate), C(=O)(C(F)(F)F)O (TFA), O (water), ClC=1C=C(C=CC1OCC(OCC)OCC)NC(COC1=C(C=C(C=C1)Cl)Cl)=O (N-[3-chloro-4-(2,2-diethoxy-ethoxy)-phenyl]-2-(2,4-dichloro-phenoxy)-acetamide). The solvent is ClCCl (dichloromethane). Run at time 3.5 hour. Product: ClC=1C=C(C=CC1OCC=O)NC(COC1=C(C=C(C=C1)Cl)Cl)=O (N-[3-chloro-4-(2-oxo-ethoxy)-phenyl]-2-(2,4-dichloro-phenoxy)-acetamide). RXN SMILES: C(O)(C(F)(F)F)=O.O.[Cl:9][C:10]1[CH:11]=[C:12]([NH:25][C:26](=[O:37])[CH2:27][O:28][C:29]2[CH:34]=[CH:33][C:32]([Cl:35])=[CH:31][C:30]=2[Cl:36])[CH:13]=[CH:14][C:15]=1[O:16][CH2:17][CH:18](OCC)[O:19]CC.C(=O)([O-])[O-].[Na+].[Na+]>ClCCl>[Cl:9][C:10]1[CH:11]=[C:12]([NH:25][C:26](=[O:37])[CH2:27][O:28][C:29]2[CH:34]=[CH:33][C:32]([Cl:35])=[CH:31][C:30]=2[Cl:36])[CH:13]=[CH:14][C:15]=1[O:16][CH2:17][CH:18]=[O:19] |f:3.4.5|. Reported procedure: At 0° C. 2 mL TFA and 0.15 mL water was added to a solution of 50 mg (0.011 mmol) of N-[3-chloro-4-(2,2-diethoxy-ethoxy)-phenyl]-2-(2,4-dichloro-phenoxy)-acetamide in 2 mL dichloromethane and the mixture was stirred for 3.5 hours. 200 ml of 2 M aqueous sodium carbonate solution was added and exhaustively extracted with dichloromethane. The combined org. extracts were dried over magnesium sulphate, evaporated down i. vac. and the residue was purified by column chromatography (silica gel, EtOAc/he... The reactants are CC(C)(C)[O-], COC(OC)c1cccc(O)c1, CN(C)C=O, Clc1cc[nH+]cc1, Cl, [K+], O. Product: COC(OC)c1cccc(Oc2ccncc2)c1. As a reaction SMILES: [CH3:13][C:14]([CH3:15])([O-:16])[CH3:17].[CH3:1][O:2][CH:3]([c:4]1[cH:5][c:6]([OH:10])[cH:7][cH:8][cH:9]1)[O:11][CH3:12].[CH3:28][N:29]([CH3:30])[CH:31]=[O:32].[Cl:20][c:21]1[cH:22][cH:23][nH+:24][cH:25][cH:26]1.[ClH:19].[K+:18].[OH2:27]>>[CH3:1][O:2][CH:3]([c:4]1[cH:5][c:6]([O:10][c:21]2[cH:22][cH:23][n:24][cH:25][cH:26]2)[cH:7][cH:8][cH:9]1)[O:11][CH3:12]. Reactants: O (water), C1(=CC=C(C=C1)S(=O)(=O)Cl)C (p-toluenesulfonyl chloride), ON=C1CCC2=CC=CC=C12 (2,3-dihydro-1-hydroxyimino-1H-indene). The solvent is N1=CC=CC=C1 (pyridine), N1=CC=CC=C1 (pyridine). Run at time 3 hour. Product: CC1=CC=C(C=C1)S(=O)(=O)ON=C1CCC2=CC=CC=C12 (2,3-DIHYDRO-1-[(4-METHYLPHENYL)SULFONYLOXIMINO]-1H-INDENE). As a reaction SMILES: [C:1]1([CH3:11])[CH:6]=[CH:5][C:4]([S:7](Cl)(=[O:9])=[O:8])=[CH:3][CH:2]=1.[OH:12][N:13]=[C:14]1[C:22]2[C:17](=[CH:18][CH:19]=[CH:20][CH:21]=2)[CH2:16][CH2:15]1.O>N1C=CC=CC=1>[CH3:11][C:1]1[CH:6]=[CH:5][C:4]([S:7]([O:12][N:13]=[C:14]2[C:22]3[C:17](=[CH:18][CH:19]=[CH:20][CH:21]=3)[CH2:16][CH2:15]2)(=[O:9])=[O:8])=[CH:3][CH:2]=1. Procedure details: A solution of p-toluenesulfonyl chloride (266 g) in pyridine (300 ml) was added dropwise to a stirred solution of 2,3-dihydro-1-hydroxyimino-1H-indene (100.8 g) in pyridine (600 ml) at 0°-5°. The mixture was stirred for 3 hours at 0°, then was poured into water and the title compound filtered. This was washed several times with water and air-dried. Run in C(=O)(C(F)(F)F)O (TFA). Procedure: A solution of compound A {4-[3-(4-bromophenyl)-1,9-dimethyl-2-oxo-2,9-dihydro-1H-pyrido[2,3-b]indol-6-yl]thiazol-2-ylmethyl}carbamic acid benzyl ester (200 mg, 0.32 mmol) and thioanisole (308 μl, 2.60 mmol) in 2 ml of TFA is left to stir overnight at ambient temperature. H2O is added, the mixture is extracted with EtOAc, the organic phases are washed with H2O and the product is dried over MgSO4, filtered and concentrated. Purification is carried out by chromatography on a silica column, elution ... RXN SMILES: C(OC(=O)[NH:10][CH2:11][C:12]1[S:13][CH:14]=[C:15]([C:17]2[CH:18]=[C:19]3[C:23](=[CH:24][CH:25]=2)[N:22]([CH3:26])[C:21]2[N:27]([CH3:39])[C:28](=[O:38])[C:29]([C:31]4[CH:36]=[CH:35][C:34]([Br:37])=[CH:33][CH:32]=4)=[CH:30][C:20]3=2)[N:16]=1)C1C=CC=CC=1.C1(SC)C=CC=CC=1.O>C(O)(C(F)(F)F)=O>[NH2:10][CH2:11][C:12]1[S:13][CH:14]=[C:15]([C:17]2[CH:18]=[C:19]3[C:23](=[CH:24][CH:25]=2)[N:22]([CH3:26])[C:21]2[N:27]([CH3:39])[C:28](=[O:38])[C:29]([C:31]4[CH:36]=[CH:35][C:34]([Br:37])=[CH:33][CH:32]=4)=[CH:30][C:20]3=2)[N:16]=1. Yields the product NCC=1SC=C(N1)C=1C=C2C3=C(N(C2=CC1)C)N(C(C(=C3)C3=CC=C(C=C3)Br)=O)C (6-(2-Aminomethylthiazol-4-yl)-3-(4-bromophenyl)-1,9-dimethyl-1,9-dihydro-pyrido[2,3-b]indol-2-one). The reactants are O (H2O), compound A, C(C1=CC=CC=C1)OC(NCC=1SC=C(N1)C=1C=C2C3=C(N(C2=CC1)C)N(C(C(=C3)C3=CC=C(C=C3)Br)=O)C)=O ({4-[3-(4-bromophenyl)-1,9-dimethyl-2-oxo-2,9-dihydro-1H-pyrido[2,3-b]indol-6-yl]thiazol-2-ylmethyl}carbamic acid benzyl ester), C1(=CC=CC=C1)SC (thioanisole). Reaction conditions: time 8 hour. Reactants: C(C)(C)(C)OC(=O)N1CCC(CC1)C#CC1=C(C=CC(=C1)Br)N (4-(2-amino-5-bromo-phenylethynyl)-piperidine-1-carboxylic acid tert-butyl ester). Reagents/catalysts: C1=CC=C(C=C1)C#N.C1=CC=C(C=C1)C#N.Cl[Pd]Cl (dichlorobis(benzonitrile)palladium). The solvent is CN(C=O)C (dimethylformamide). Run at temperature 80 celsius. Yields the product BrC=1C=C2C=C(NC2=CC1)C1CCN(CC1)C(=O)OC(C)(C)C (tert-butyl 4-(5-bromo-1H-indol-2-yl)piperidine-1-carboxylate). Reaction SMILES: [C:1]([O:5][C:6]([N:8]1[CH2:13][CH2:12][CH:11]([C:14]#[C:15][C:16]2[CH:21]=[C:20]([Br:22])[CH:19]=[CH:18][C:17]=2[NH2:23])[CH2:10][CH2:9]1)=[O:7])([CH3:4])([CH3:3])[CH3:2]>C1C=CC(C#N)=CC=1.C1C=CC(C#N)=CC=1.Cl[Pd]Cl.CN(C)C=O>[Br:22][C:20]1[CH:21]=[C:16]2[C:17](=[CH:18][CH:19]=1)[NH:23][C:14]([CH:11]1[CH2:10][CH2:9][N:8]([C:6]([O:5][C:1]([CH3:4])([CH3:2])[CH3:3])=[O:7])[CH2:13][CH2:12]1)=[CH:15]2 |f:1.2.3|. Procedure: A 250 mL round bottom flask was charged with 4-(2-amino-5-bromo-phenylethynyl)-piperidine-1-carboxylic acid tert-butyl ester (5.90 g, 15.6 mmol), dichlorobis(benzonitrile)palladium (II) (1.20 g, 3.13 mmol), and dimethylformamide (175 mL) and the resulting mixture heated to 80° C. for 24 h. The resulting mixture was then concentrated in-vacuo and the residue purified via flash silica gel chromatography (Analogix IF-280, SF25-40 g column, gradient 90:10-80:20 Heptane:EtOAc) to yield tert-butyl 4-(... The reactants are COC(C1=CC(=C(C=C1)CN([C@H]1C(NCCC(C1)(C)C)=O)S(=O)(=O)C1=CC=C(C=C1)Cl)F)=O (4-{[(4-Chloro-benzenesulfonyl)-((R)-5,5-dimethyl-2-oxo-azepan-3-yl)-amino]-methyl}-3-fluoro-benzoic acid methyl ester), [OH-].[Na+] (NaOH). Run in C1CCOC1 (THF). Product: ClC1=CC=C(C=C1)S(=O)(=O)N([C@H]1C(NCCC(C1)(C)C)=O)CC1=C(C=C(C(=O)O)C=C1)F (4-{[(4-chloro-benzenesulfonyl)-((R)-5,5-dimethyl-2-oxo-azepan-3-yl)-amino]-methyl}-3-fluoro-benzoic acid). Reaction SMILES: C[O:2][C:3](=[O:33])[C:4]1[CH:9]=[CH:8][C:7]([CH2:10][N:11]([S:22]([C:25]2[CH:30]=[CH:29][C:28]([Cl:31])=[CH:27][CH:26]=2)(=[O:24])=[O:23])[C@@H:12]2[CH2:18][C:17]([CH3:20])([CH3:19])[CH2:16][CH2:15][NH:14][C:13]2=[O:21])=[C:6]([F:32])[CH:5]=1.[OH-].[Na+]>C1COCC1>[Cl:31][C:28]1[CH:29]=[CH:30][C:25]([S:22]([N:11]([CH2:10][C:7]2[CH:8]=[CH:9][C:4]([C:3]([OH:33])=[O:2])=[CH:5][C:6]=2[F:32])[C@@H:12]2[CH2:18][C:17]([CH3:20])([CH3:19])[CH2:16][CH2:15][NH:14][C:13]2=[O:21])(=[O:23])=[O:24])=[CH:26][CH:27]=1 |f:1.2|. Reported procedure: 4-{[(4-Chloro-benzenesulfonyl)-((R)-5,5-dimethyl-2-oxo-azepan-3-yl)-amino]-methyl}-3-fluoro-benzoic acid methyl ester (0.52 g, 1.1 mmol) was dissolved in THF (20 ml) and treated with 1 N NaOH (2.1 ml) for 2 h. Work-up as for Example 187 yielded crude which was crystallised from acetonitrile to give 4-{[(4-chloro-benzenesulfonyl)-((R)-5,5-dimethyl-2-oxo-azepan-3-yl)-amino]-methyl}-3-fluoro-benzoic acid: 0.38 g; MS: m/e=481.1 (MH+). Starting materials: CC=1N(C(=CC1)C)C1=CC(=CC(=N1)C[C@H](C(=O)OC(C)C)[C@H](C(=O)OC(C)C)O)C ((2S,3R)-Diisopropyl 2-((6-(2,5-dimethyl-1H-pyrrol-1-yl)-4-methylpyridin-2-yl)methyl)-3-hydroxysuccinate), [H-].[Na+] (NaH), C(C=C)Br (allyl bromide). Run in C1CCOC1 (THF). Reaction conditions: temperature 0 celsius, time 30 minute. Yields the product C(C=C)O[C@@H](C(=O)OC(C)C)[C@@H](C(=O)OC(C)C)CC1=NC(=CC(=C1)C)N1C(=CC=C1C)C ((2R,3S)-Diisopropyl 2-(allyloxy)-3-((6-(2,5-dimethyl-1H-pyrrol-1-yl)-4-methylpyridin-2-yl)methyl)succinate). Yield: 95.8%. Reaction SMILES: [CH3:1][C:2]1[N:3]([C:8]2[N:13]=[C:12]([CH2:14][C@@H:15]([C@@H:22]([OH:29])[C:23]([O:25][CH:26]([CH3:28])[CH3:27])=[O:24])[C:16]([O:18][CH:19]([CH3:21])[CH3:20])=[O:17])[CH:11]=[C:10]([CH3:30])[CH:9]=2)[C:4]([CH3:7])=[CH:5][CH:6]=1.[H-].[Na+].[CH2:33](Br)[CH:34]=[CH2:35]>C1COCC1>[CH2:35]([O:29][C@H:22]([C@H:15]([CH2:14][C:12]1[CH:11]=[C:10]([CH3:30])[CH:9]=[C:8]([N:3]2[C:4]([CH3:7])=[CH:5][CH:6]=[C:2]2[CH3:1])[N:13]=1)[C:16]([O:18][CH:19]([CH3:21])[CH3:20])=[O:17])[C:23]([O:25][CH:26]([CH3:28])[CH3:27])=[O:24])[CH:34]=[CH2:33] |f:1.2|. Reported procedure: To a solution of alcohol 4b (300 mg, 0.72 mmol) in THF (10 mL) at 0° C. was added NaH (60% in mineral oil, 35 mg, 0.87 mmol). The mixture was allowed to stir at 0° C. for an additional 30 min then allyl bromide (93 μL, 1.08 mmol) was added dropwise. The reaction was allowed to warm to room temperature and maintained for an additional 6 h. The reaction was quenched with saturated NH4Cl (1 mL) and partitioned between EtOAc (100 mL) and H2O (50 mL). The organic layer was washed with brine (50 mL) a... The reactants are O=C([O-])[O-], CN1CCCC1CO, CCCc1cc(N2CCNCC2)nc2sc(C(N)=O)c(N)c12, [Na+], [Na+], C1COCCO1, O. Product: CCCc1cc(OCC2CCCN2C)nc2sc(C(N)=O)c(N)c12. As a reaction SMILES: [C:31](=[O:32])([O-:33])[O-:34].[CH3:23][N:24]1[CH:25]([CH2:26][OH:27])[CH2:28][CH2:29][CH2:30]1.[NH2:1][c:2]1[c:3]([C:20](=[O:21])[NH2:22])[s:4][c:5]2[n:6][c:7]([N:14]3[CH2:15][CH2:16][NH:17][CH2:18][CH2:19]3)[cH:8][c:9]([CH2:11][CH2:12][CH3:13])[c:10]12.[Na+:35].[Na+:36].[O:37]1[CH2:38][CH2:39][O:40][CH2:41][CH2:42]1.[OH2:43]>>[NH2:1][c:2]1[c:3]([C:20](=[O:21])[NH2:22])[s:4][c:5]2[n:6][c:7]([O:27][CH2:26][CH:25]3[N:24]([CH3:23])[CH2:30][CH2:29][CH2:28]3)[cH:8][c:9]([CH2:11][CH2:12][CH3:13])[c:10]12. The reactants are [Al+3], CCOCC, C=C(CCC(=O)OC)c1ccc(Cl)cc1, [H-], [H-], [H-], [H-], [Li+]. The product is C=C(CCCO)c1ccc(Cl)cc1. RXN SMILES: [Al+3:17].[CH3:22][CH2:23][O:24][CH2:25][CH3:26].[Cl:1][c:2]1[cH:3][cH:4][c:5]([C:8]([CH2:9][CH2:10][C:11](=[O:12])[O:13][CH3:14])=[CH2:15])[cH:6][cH:7]1.[H-:16].[H-:19].[H-:20].[H-:21].[Li+:18]>>[Cl:1][c:2]1[cH:3][cH:4][c:5]([C:8]([CH2:9][CH2:10][CH2:11][OH:12])=[CH2:15])[cH:6][cH:7]1.